Dataset: the Open Reaction Database (ORD), a public repository of structured organic reaction records. Task: describe an organic reaction: reactants, conditions, products, and yield The reactants are O=C([O-])[O-], C1COCCO1, O=S(=O)(Cl)c1ccc(Cl)c(C(F)(F)F)c1, Cl, Nc1cc(Cl)ccc1C(=O)O, [Na+], [Na+], O. Yields the product O=C(O)c1ccc(Cl)cc1NS(=O)(=O)c1ccc(Cl)c(C(F)(F)F)c1. RXN SMILES: [C:1](=[O:2])([O-:3])[O-:4].[CH2:35]1[O:36][CH2:37][CH2:38][O:39][CH2:40]1.[Cl:18][c:19]1[c:20]([C:29]([F:30])([F:31])[F:32])[cH:21][c:22]([S:25](=[O:26])(=[O:27])[Cl:28])[cH:23][cH:24]1.[ClH:33].[NH2:7][c:8]1[c:9]([C:10](=[O:11])[OH:12])[cH:13][cH:14][c:15]([Cl:17])[cH:16]1.[Na+:5].[Na+:6].[OH2:34]>>[NH:7]([c:8]1[c:9]([C:10](=[O:11])[OH:12])[cH:13][cH:14][c:15]([Cl:17])[cH:16]1)[S:25]([c:22]1[cH:21][c:20]([C:29]([F:30])([F:31])[F:32])[c:19]([Cl:18])[cH:24][cH:23]1)(=[O:26])=[O:27]. Reactants: C1CCOC1, CCOC(C)=O, Clc1nc(Cl)c2ccccc2n1, N. Reaction SMILES: [CH2:14]1[O:15][CH2:16][CH2:17][CH2:18]1.[CH3:19][CH2:20][O:21][C:22]([CH3:23])=[O:24].[Cl:1][c:2]1[n:3][c:4]2[cH:5][cH:6][cH:7][cH:8][c:9]2[c:10]([Cl:12])[n:11]1.[NH3:13]>>[Cl:1][c:2]1[n:3][c:4]2[cH:5][cH:6][cH:7][cH:8][c:9]2[c:10]([NH2:13])[n:11]1. Yields the product Nc1nc(Cl)nc2ccccc12. The reactants are O=C(CBr)c1ccc(Cl)cc1, COC(=O)c1cc(Br)c[nH]1, CC(C)(C)[O-], [K+], CN(C)C=O, O. Product: COC(=O)c1cc(Br)cn1CC(=O)c1ccc(Cl)cc1. RXN SMILES: [Br:11][CH2:12][C:13](=[O:14])[c:15]1[cH:16][cH:17][c:18]([Cl:21])[cH:19][cH:20]1.[Br:1][c:2]1[cH:3][c:4]([C:7](=[O:8])[O:9][CH3:10])[nH:5][cH:6]1.[CH3:22][C:23]([CH3:24])([O-:25])[CH3:26].[K+:27].[O:28]=[CH:29][N:30]([CH3:31])[CH3:32].[OH2:33]>>[Br:1][c:2]1[cH:3][c:4]([C:7](=[O:8])[O:9][CH3:10])[n:5]([CH2:12][C:13](=[O:14])[c:15]2[cH:16][cH:17][c:18]([Cl:21])[cH:19][cH:20]2)[cH:6]1. Starting materials: thus-obtained acid, CCOCC (ether), CN(P(N(C)C)(N(C)C)=O)C (hexamethylphosphorictriamide), C([O-])([O-])=O.[K+].[K+] (potassium carbonate), O(C1=CC=CC=C1)C=1C=C(CBr)C=CC1 (m-phenoxybenzyl bromide). The solvent is O (water), CCCCCC (hexane). Conditions: time 16 hour. Yields the product m-phenoxybenzyl ester, C(C)(C)C(C(=O)O)C=C(C)C1=CC=CC=C1 (2-isopropyl-4-phenyl-3-pentenoic acid). RXN SMILES: CCO[CH2:4][CH3:5].CN(C)P(=O)(N(C)C)N(C)C.[C:17](=[O:20])([O-])[O-:18].[K+].[K+].O([C:30]1[CH:31]=[C:32]([CH:35]=[CH:36][CH:37]=1)[CH2:33]Br)C1C=CC=CC=1>O.CCCCCC>[CH:32]([CH:31]([CH:30]=[C:37]([C:5]1[CH:4]=[CH:36][CH:37]=[CH:30][CH:31]=1)[CH3:36])[C:17]([OH:18])=[O:20])([CH3:33])[CH3:35] |f:2.3.4|. Reported procedure: To 2.14 g (10 mmole) of the thus-obtained acid, 10 ml ether and 10 ml hexamethylphosphorictriamide (HMPT), under nitrogen, is added 1.45 g (10.5 mmole) potassium carbonate and 2.76 g (10.5 mmole) m-phenoxybenzyl bromide. The reaction is stirred about 16 hr and then poured into hexane and water. The organic phase is washed with water, saturated sodium chloride, and dried over calcium sulfate. Solvent is removed by rotoevaporation to yield the m-phenoxybenzyl ester of 2-isopropyl-4-phenyl-3-penten... Starting materials: CC(=O)Cl, CC1(C)CCNc2ccccc21. The product is CC(=O)N1CCC(C)(C)c2ccccc21. Reaction SMILES: [CH3:13][C:14]([Cl:15])=[O:16].[CH3:1][C:2]1([CH3:12])[CH2:3][CH2:4][NH:5][c:6]2[cH:7][cH:8][cH:9][cH:10][c:11]21>>[CH3:1][C:2]1([CH3:12])[CH2:3][CH2:4][N:5]([C:14]([CH3:13])=[O:16])[c:6]2[cH:7][cH:8][cH:9][cH:10][c:11]21. Product: Cl.CC(CC1=CC2=C(C=C1)OCO2)NCC(C2=C(C=CC=C2)Cl)O (α-[(α-methyl-3,4-methylenedioxyphenethylamino)methyl]-2-chlorobenzylalcohol hydrochloride). Reactants: CC(CC1=CC2=C(C=C1)OCO2)NCC(C2=C(C=CC=C2)Cl)O (α-[(α-methyl-3,4-methylenedioxyphenethylamino)methyl]-2-chlorobenzylalcohol), Cl (hydrochloride), C(C1=CC=CC=C1)O (benzylalcohol), Cl (hydrogen chloride). Procedure: A mixture of the α-(α-methyl-3,4-methylenedioxyphenethylimino)-B 2-chloroacetophenone solution obtained in paragraph (2), 1.73 g of sodium borohydride and 30 ml of ethanol is treated in the same manner as described in Example 1-(3), whereby α-[(α-methyl-3,4-methylenedioxyphenethylamino)methyl]-2-chlorobenzylalcohol [the mixture of two diastereoisomers] is obtained as a crude oil. Said benzylalcohol [i.e., the mixture of two diastereoisomers] is treated with ethanolic hydrogen chloride to convert... RXN SMILES: [CH3:1][CH:2]([NH:13][CH2:14][CH:15]([OH:23])[C:16]1[CH:21]=[CH:20][CH:19]=[CH:18][C:17]=1[Cl:22])[CH2:3][C:4]1[CH:9]=[CH:8][C:7]2[O:10][CH2:11][O:12][C:6]=2[CH:5]=1.C(O)C1C=CC=CC=1.Cl>>[ClH:22].[CH3:1][CH:2]([NH:13][CH2:14][CH:15]([OH:23])[C:16]1[CH:21]=[CH:20][CH:19]=[CH:18][C:17]=1[Cl:22])[CH2:3][C:4]1[CH:9]=[CH:8][C:7]2[O:10][CH2:11][O:12][C:6]=2[CH:5]=1 |f:3.4|.